This data is from the Open Reaction Database (ORD), a public repository of structured organic reaction records. The task is: describe an organic reaction: reactants, conditions, products, and yield The reactants are ClC1=C(C=C(C=C1)Cl)CC#N (2,5-dichlorophenylacetonitrile), Cl (HCl), ice water, [OH-].[Na+] (NaOH), C(C)O (ethanol). Conditions: temperature 140 celsius. Product: ClC1=C(C=C(C=C1)Cl)CC(=O)O (2,5-dichlorobenzeneacetic acid). RXN SMILES: [Cl:1][C:2]1[CH:7]=[CH:6][C:5]([Cl:8])=[CH:4][C:3]=1CC#N.[OH-:12].[Na+].Cl.[CH2:15]([OH:17])[CH3:16]>>[Cl:1][C:2]1[CH:7]=[CH:6][C:5]([Cl:8])=[CH:4][C:3]=1[CH2:16][C:15]([OH:12])=[O:17] |f:1.2|. Procedure: A mixture of 2,5-dichlorobenzyl bromide (5.4 g, 22.5 mmol) in 16 mL of ethanol and potassium cyanide (1.63 g, 25 mmol) in 4 mL of water was heated at 80° C. overnight, then cooled, and the solids were filtered and washed with ethanol to give 3.5 g of 2,5-dichlorophenylacetonitrile as a white powder melting at 89-91° C. The nitrile was suspended in 20 red, of ethanol, and 20 mL of a 25% aqueous NaOH solution was added. The mixture was heated in a CEM Explore™ microwave reactor at 140° C. for 30 m...